This data is from the Open Reaction Database (ORD), a public repository of structured organic reaction records. The task is: describe an organic reaction: reactants, conditions, products, and yield Reactants: C(=O)(OC)C1=CCCC2=CC=CC=C12 (1-carbomethoxy-3,4-dihydronaphthalene), [N+](=O)([O-])C=1C=C(C=CC1)CC[N+](=O)[O-] (2-(3-nitrophenyl)-1-nitroethane), N12CCCCCC2=NCCC1 (1,8-diazabicyclo[5.4.0]undec-7-ene). Run in C(C)(=O)OCC (ethyl acetate), C(C)#N (acetonitrile). Conditions: time 0.5 hour. Product: C(=O)(OC)C1C(CCC2=CC=CC=C12)C(CC1=CC(=CC=C1)[N+](=O)[O-])[N+](=O)[O-] (1-(1-Carbomethoxy-1,2,3,4-tetrahydro-2-naphthyl)-2-(3-nitrophenyl)-1-nitroethane). Yield: 97.2%. As a reaction SMILES: [C:1]([C:5]1[C:14]2[C:9](=[CH:10][CH:11]=[CH:12][CH:13]=2)[CH2:8][CH2:7][CH:6]=1)([O:3][CH3:4])=[O:2].[N+:15]([C:18]1[CH:19]=[C:20]([CH2:24][CH2:25][N+:26]([O-:28])=[O:27])[CH:21]=[CH:22][CH:23]=1)([O-:17])=[O:16].N12CCCN=C1CCCCC2>C(#N)C.C(OCC)(=O)C>[C:1]([CH:5]1[C:14]2[C:9](=[CH:10][CH:11]=[CH:12][CH:13]=2)[CH2:8][CH2:7][CH:6]1[CH:25]([N+:26]([O-:28])=[O:27])[CH2:24][C:20]1[CH:21]=[CH:22][CH:23]=[C:18]([N+:15]([O-:17])=[O:16])[CH:19]=1)([O:3][CH3:4])=[O:2]. Procedure: To a mixture of 2 g (10.6 mmol) of 1-carbomethoxy-3,4-dihydronaphthalene, from Step 1 of Example 46, and 2.08 g (10.6 mmol) of 2-(3-nitrophenyl)-1-nitroethane, from Step 2, in 1 mL of acetonitrile was added 0.2 mL of 1,8-diazabicyclo[5.4.0]undec-7-ene (DBU). The reaction mixture was stirred at ambient temperature for 0.5 h and then diluted with ethyl acetate. The reaction mixture was washed with 2N aqueous hydrochloric acid solution. The organic layer was separated, dried over anhydrous magnesiu... Starting materials: CC(=CCO)CCC=C(CCC=C(CCC=C(CCC=C(CCC(C(CCC=C(CCC=C(CCC=C(C)C)C)C)C)=O)C)C)C)C (3,7,11,15,19,23,27,31,35-nonamethyl-2,6,10,14,18,26,30,34-hexatriacontaoctaen-22-on-1-ol), CC(=O)OCC1=C2C=CC=CC2=C(C3=CC=CC=C31)COC(=O)C (acetic), CCOCC (ether), ice water. The solvent is N1=CC=CC=C1 (pyridine). Reaction conditions: time 5 hour. The product is C(C)(=O)OCC=C(CCC=C(CCC=C(CCC=C(CCC=C(CCC(C(CCC=C(CCC=C(CCC=C(C)C)C)C)C)=O)C)C)C)C)C (1-acetoxy-3,7,11,15,19,23,27,31,35-nonamethyl-2,6,10,14,18,26,30,34-hexatriacontaoctaen-22-one). Reaction SMILES: [CH3:1][C:2]([CH2:6][CH2:7][CH:8]=[C:9]([CH3:47])[CH2:10][CH2:11][CH:12]=[C:13]([CH3:46])[CH2:14][CH2:15][CH:16]=[C:17]([CH3:45])[CH2:18][CH2:19][CH:20]=[C:21]([CH3:44])[CH2:22][CH2:23][C:24](=[O:43])[CH:25]([CH3:42])[CH2:26][CH2:27][CH:28]=[C:29]([CH3:41])[CH2:30][CH2:31][CH:32]=[C:33]([CH3:40])[CH2:34][CH2:35][CH:36]=[C:37]([CH3:39])[CH3:38])=[CH:3][CH2:4][OH:5].[CH3:48][C:49](OCC1C2C(=CC=CC=2)C(COC(C)=O)=C2C=1C=CC=C2)=[O:50].CCOCC>N1C=CC=CC=1>[C:49]([O:5][CH2:4][CH:3]=[C:2]([CH3:1])[CH2:6][CH2:7][CH:8]=[C:9]([CH3:47])[CH2:10][CH2:11][CH:12]=[C:13]([CH3:46])[CH2:14][CH2:15][CH:16]=[C:17]([CH3:45])[CH2:18][CH2:19][CH:20]=[C:21]([CH3:44])[CH2:22][CH2:23][C:24](=[O:43])[CH:25]([CH3:42])[CH2:26][CH2:27][CH:28]=[C:29]([CH3:41])[CH2:30][CH2:31][CH:32]=[C:33]([CH3:40])[CH2:34][CH2:35][CH:36]=[C:37]([CH3:39])[CH3:38])(=[O:50])[CH3:48]. Procedure: To a solution of 3,7,11,15,19,23,27,31,35-nonamethyl-2,6,10,14,18,26,30,34-hexatriacontaoctaen-22-on-1-ol 6.5 g) in pyridine (1 g), acetic anhdyride (3.0 g) is added, and the resulting mixture is allowed to stand at room temperature for 5 hours. The reaction mixture is poured into ice water and shaken with ether. The ether layer is washed with water, dried and evaporated. The residual material (6.5 g) is chromatographed on silica gel (70 g) using benzene to give 1-acetoxy-3,7,11,15,19,23,27,31,3... Reactants: N1N=NN=C1C(C)OC=1C=C(OC2=C(C=CC=C2)NC(C2=CC=C(C=C2)OCCCCCC)=O)C=CC1 (N-[2-[3-[1-(1H-tetrazol-5-yl)ethoxy]phenoxy]phenyl]-4-hexyloxybenzamide), [Na] (sodium). The solvent is CCOCC (ether), C(C)O (ethanol). Yields the product [Na].N1N=NN=C1C(C)OC=1C=C(OC2=C(C=CC=C2)NC(C2=CC=C(C=C2)OCCCCCC)=O)C=CC1 (N-[2-[3-[1-(1H-tetrazol-5-yl)ethoxy]-phenoxy]phenyl]-4-hexyloxybenzamide sodium salt). The yield is 92.5%. As a reaction SMILES: [NH:1]1[C:5]([CH:6]([O:8][C:9]2[CH:10]=[C:11]([CH:35]=[CH:36][CH:37]=2)[O:12][C:13]2[CH:18]=[CH:17][CH:16]=[CH:15][C:14]=2[NH:19][C:20](=[O:34])[C:21]2[CH:26]=[CH:25][C:24]([O:27][CH2:28][CH2:29][CH2:30][CH2:31][CH2:32][CH3:33])=[CH:23][CH:22]=2)[CH3:7])=[N:4][N:3]=[N:2]1.[Na:38]>CCOCC.C(O)C>[Na:38].[NH:4]1[C:5]([CH:6]([O:8][C:9]2[CH:10]=[C:11]([CH:35]=[CH:36][CH:37]=2)[O:12][C:13]2[CH:18]=[CH:17][CH:16]=[CH:15][C:14]=2[NH:19][C:20](=[O:34])[C:21]2[CH:22]=[CH:23][C:24]([O:27][CH2:28][CH2:29][CH2:30][CH2:31][CH2:32][CH3:33])=[CH:25][CH:26]=2)[CH3:7])=[N:1][N:2]=[N:3]1 |f:4.5,^1:37,46|. Procedure details: In 30 ml of ether was dissolved 2.0 g of N-[2-[3-[1-(1H-tetrazol-5-yl)ethoxy]phenoxy]phenyl]-4-hexyloxybenzamide followed by addition of a solution of 90 mg of sodium in ethanol, and the mixture was concentrated in vacuo to dryness. After addition of isopropyl ether, the resulting foamy solid was pulverized, filtered and dried to give 1.9 g of the sodium salt as a white amorphous powder. Reactants: C(C)(C)(C)OC(=O)N1CCC(CC1)CCC(=O)N1C[C@@H](CCC1)C(N[C@@H](CC(=O)OC)C=1C=NC=C(C1)O)=O (tert-butyl-4-{3-[(3R)-3-{[(1S)-1-(5-hydroxypyridin-3-yl)-3-methoxy-3-oxopropyl]carbamoyl}piperidin-1-yl]-3-oxopropyl}piperidine-1-carboxylate), C([O-])([O-])=O.[Cs+].[Cs+] (cesium carbonate), CC1=CC=C(C=C1)S(=O)(=O)OCCOCCOCCF (2-[2-(2-fluoroethoxy)ethoxy]ethyl 4-methylbenzenesulfonate), C1(=CC=CC=C1)C (toluene). Solvent: CN(C)C=O (DMF). Product: FCCOCCOCCOC=1C=C(C=NC1)[C@H](CC(=O)OC)NC(=O)[C@H]1CN(CCC1)C(CCC1CCN(CC1)C(=O)OC(C)(C)C)=O (tert-butyl 4-{3-[(3R)-3-{[(1S)-1-(5-{2-[2-(2-fluoroethoxy)ethoxy]ethoxy}pyridin-3-yl)-3-methoxy-3-oxopropyl]carbamoyl}piperidin-1-yl]-3-oxopropyl}piperidine-1-carboxylate). Yield: 40.9%. As a reaction SMILES: [C:1]([O:5][C:6]([N:8]1[CH2:13][CH2:12][CH:11]([CH2:14][CH2:15][C:16]([N:18]2[CH2:23][CH2:22][CH2:21][C@@H:20]([C:24](=[O:39])[NH:25][C@H:26]([C:32]3[CH:33]=[N:34][CH:35]=[C:36]([OH:38])[CH:37]=3)[CH2:27][C:28]([O:30][CH3:31])=[O:29])[CH2:19]2)=[O:17])[CH2:10][CH2:9]1)=[O:7])([CH3:4])([CH3:3])[CH3:2].C(=O)([O-])[O-].[Cs+].[Cs+].CC1C=CC(S(O[CH2:57][CH2:58][O:59][CH2:60][CH2:61][O:62][CH2:63][CH2:64][F:65])(=O)=O)=CC=1.C1(C)C=CC=CC=1>CN(C=O)C>[F:65][CH2:64][CH2:63][O:62][CH2:61][CH2:60][O:59][CH2:58][CH2:57][O:38][C:36]1[CH:37]=[C:32]([C@@H:26]([NH:25][C:24]([C@@H:20]2[CH2:21][CH2:22][CH2:23][N:18]([C:16](=[O:17])[CH2:15][CH2:14][CH:11]3[CH2:10][CH2:9][N:8]([C:6]([O:5][C:1]([CH3:4])([CH3:2])[CH3:3])=[O:7])[CH2:13][CH2:12]3)[CH2:19]2)=[O:39])[CH2:27][C:28]([O:30][CH3:31])=[O:29])[CH:33]=[N:34][CH:35]=1 |f:1.2.3|. Procedure: To tert-butyl-4-{3-[(3R)-3-{[(1S)-1-(5-hydroxypyridin-3-yl)-3-methoxy-3-oxopropyl]carbamoyl}piperidin-1-yl]-3-oxopropyl}piperidine-1-carboxylate (30 mg, 60 μmol) in DMF (7.6 mL) was added cesium carbonate (44.7 mg, 140 μmol) and 2-[2-(2-fluoroethoxy)ethoxy]ethyl 4-methylbenzenesulfonate (25 mg, 80 μmol) while stirring at room temperature. After 5 hours toluene was added and the mixture was concentrated in vacuum. The DMF free residue was purified by preparative thin layer chromatography on silic...